This data is from the Open Reaction Database (ORD), a public repository of structured organic reaction records. The task is: describe an organic reaction: reactants, conditions, products, and yield Starting materials: COC(=O)CCC(=NOCc1ccc(OCc2nc(-c3cccs3)oc2C)cc1)c1ccccc1, Cl, [Li+], C1CCOC1, [OH-], O. Yields the product Cc1oc(-c2cccs2)nc1COc1ccc(CON=C(CCC(=O)O)c2ccccc2)cc1. RXN SMILES: [CH3:4][c:5]1[c:6]([CH2:15][O:16][c:17]2[cH:18][cH:19][c:20]([CH2:21][O:22][N:23]=[C:24]([CH2:25][CH2:26][C:27](=[O:28])[O:29][CH3:30])[c:31]3[cH:32][cH:33][cH:34][cH:35][cH:36]3)[cH:37][cH:38]2)[n:7][c:8](-[c:10]2[s:11][cH:12][cH:13][cH:14]2)[o:9]1.[ClH:39].[Li+:3].[O:40]1[CH2:41][CH2:42][CH2:43][CH2:44]1.[OH-:2].[OH2:1]>>[CH3:4][c:5]1[c:6]([CH2:15][O:16][c:17]2[cH:18][cH:19][c:20]([CH2:21][O:22][N:23]=[C:24]([CH2:25][CH2:26][C:27](=[O:28])[OH:29])[c:31]3[cH:32][cH:33][cH:34][cH:35][cH:36]3)[cH:37][cH:38]2)[n:7][c:8](-[c:10]2[s:11][cH:12][cH:13][cH:14]2)[o:9]1. The reactants are COc1ccccc1C1(Cl)C(=O)Nc2ccc(Cl)cc21, O=C(O)C(F)(F)F, CN(C)C(=O)CN. Product: COc1ccccc1C1(NCC(=O)N(C)C)C(=O)Nc2ccc(Cl)cc21. RXN SMILES: [Cl:1][C:2]1([c:13]2[c:14]([O:19][CH3:20])[cH:15][cH:16][cH:17][cH:18]2)[C:3](=[O:12])[NH:4][c:5]2[cH:6][cH:7][c:8]([Cl:11])[cH:9][c:10]21.[F:21][C:22]([F:23])([F:24])[C:25]([OH:26])=[O:27].[NH2:28][CH2:29][C:30](=[O:31])[N:32]([CH3:33])[CH3:34]>>[C:2]1([c:13]2[c:14]([O:19][CH3:20])[cH:15][cH:16][cH:17][cH:18]2)([NH:28][CH2:29][C:30](=[O:31])[N:32]([CH3:33])[CH3:34])[C:3](=[O:12])[NH:4][c:5]2[cH:6][cH:7][c:8]([Cl:11])[cH:9][c:10]21.